Task: describe an organic reaction: reactants, conditions, products, and yield. Dataset: the Open Reaction Database (ORD), a public repository of structured organic reaction records Reagents/catalysts: [Pd] (Pd/C). Run in C(C)(=O)OCC (ethyl acetate). The product is ClC=1C=C(CN(C(C(F)(F)F)=O)CCC2=CC=C(C=C2)N)C=CC1 (N-(3-chlorobenzyl)-N-(2-(4-aminophenyl)ethyl)trifluoroacetamide). As a reaction SMILES: [Cl:1][C:2]1[CH:3]=[C:4]([CH:24]=[CH:25][CH:26]=1)[CH2:5][N:6]([CH2:13][CH2:14][C:15]1[CH:20]=[CH:19][C:18]([N+:21]([O-])=O)=[CH:17][CH:16]=1)[C:7](=[O:12])[C:8]([F:11])([F:10])[F:9].[H][H]>C(OCC)(=O)C.[Pd]>[Cl:1][C:2]1[CH:3]=[C:4]([CH:24]=[CH:25][CH:26]=1)[CH2:5][N:6]([CH2:13][CH2:14][C:15]1[CH:16]=[CH:17][C:18]([NH2:21])=[CH:19][CH:20]=1)[C:7](=[O:12])[C:8]([F:11])([F:10])[F:9]. Procedure: To a solution of the product of step (b) (3.89 g, 10.05 mmol) in ethyl acetate (100 ml) was added 5% Pd/C. The mixture was hydrogenated at 50 psig for 1.4 hours, until the theoretical amount of hydrogen was taken up. The catalyst was filtered and the filtrate concentrated to an oil. This was purified by chromatography (silica gel, methylene chloride: n-hexane (1:1)) to yield 2.33 g of pure N-(3-chlorobenzyl)-N-(2-(4-aminophenyl)ethyl)trifluoroacetamide as a thick oil. Yield: 65.0%. The reactants are ClC=1C=C(CN(C(C(F)(F)F)=O)CCC2=CC=C(C=C2)[N+](=O)[O-])C=CC1 (N-(3-chlorobenzyl)-N-(2-(4-nitrophenyl)ethyl)trifluoroacetamide), [H][H] (hydrogen).